This data is from the Open Reaction Database (ORD), a public repository of structured organic reaction records. The task is: describe an organic reaction: reactants, conditions, products, and yield The reactants are N(=O)[O-].[Na+] (NaNO2), OS(=O)(=O)O (H2SO4), NC=1C=C2CCCC2=CC1[N+](=O)[O-] (5-Amino-6-nitroindane), CuBr, Br (HBr). Solvent: O (H2O), O (H2O), CO (MeOH), O (H2O), O (H2O), CCOC(=O)C (EtOAc). Conditions: temperature 60 celsius, time 30 minute. Product: BrC=1C=C2CCCC2=CC1[N+](=O)[O-] (5-bromo-6-nitroindane). RXN SMILES: N[C:2]1[CH:3]=[C:4]2[C:8](=[CH:9][C:10]=1[N+:11]([O-:13])=[O:12])[CH2:7][CH2:6][CH2:5]2.OS(O)(=O)=O.N([O-])=O.[Na+].[BrH:23]>CO.O.CCOC(C)=O>[Br:23][C:2]1[CH:3]=[C:4]2[C:8](=[CH:9][C:10]=1[N+:11]([O-:13])=[O:12])[CH2:7][CH2:6][CH2:5]2 |f:2.3|. Procedure details: 5-Amino-6-nitroindane (4 g) is dissolved in 10 mL of MeOH, 30 mL of H2O and 20 mL of H2SO4, and cooled to 0° C. A solution of 1.72 g of NaNO2 (24.9 mmol) in 5 mL of H2O is added dropwise, keeping the temperature of the reaction below 8° C. The mixture is allowed to stir for 30 minutes. This mixture is then added dropwise to a mixture of CuBr (1.8 g, 12.5 mmol) and 6 mL of 48% HBr in 30 mL of H2O that is heated to 60° C. The reaction is cooled and added to H2O and EtOAc. The organic layer is sepa...